Task: describe an organic reaction: reactants, conditions, products, and yield. Dataset: the Open Reaction Database (ORD), a public repository of structured organic reaction records Reactants: CCO, CCOC(=O)C1CCN(CCn2cccc(-c3ccc(C(=O)Nc4c(O)cccc4C(=O)Nc4ccc(Cl)cn4)cc3)c2=O)CC1, Cl, [Na+], [OH-], O. Yields the product O=C(Nc1c(O)cccc1C(=O)Nc1ccc(Cl)cn1)c1ccc(-c2cccn(CCN3CCC(C(=O)O)CC3)c2=O)cc1. RXN SMILES: [CH3:3][CH2:4][OH:5].[Cl:6][c:7]1[cH:8][cH:9][c:10]([NH:13][C:14](=[O:15])[c:16]2[c:17]([NH:23][C:24](=[O:25])[c:26]3[cH:27][cH:28][c:29](-[c:32]4[c:33](=[O:51])[n:34]([CH2:38][CH2:39][N:40]5[CH2:41][CH2:42][CH:43]([C:46](=[O:47])[O:48][CH2:49][CH3:50])[CH2:44][CH2:45]5)[cH:35][cH:36][cH:37]4)[cH:30][cH:31]3)[c:18]([OH:22])[cH:19][cH:20][cH:21]2)[n:11][cH:12]1.[ClH:52].[Na+:2].[OH-:1].[OH2:53]>>[Cl:6][c:7]1[cH:8][cH:9][c:10]([NH:13][C:14](=[O:15])[c:16]2[c:17]([NH:23][C:24](=[O:25])[c:26]3[cH:27][cH:28][c:29](-[c:32]4[c:33](=[O:51])[n:34]([CH2:38][CH2:39][N:40]5[CH2:41][CH2:42][CH:43]([C:46](=[O:47])[OH:48])[CH2:44][CH2:45]5)[cH:35][cH:36][cH:37]4)[cH:30][cH:31]3)[c:18]([OH:22])[cH:19][cH:20][cH:21]2)[n:11][cH:12]1. Starting materials: C1(=CC=CC2=CC=CC=C12)O (1-naphthol), OCC1=CC(=CC(=C1O)CO)C (2,6-bis(hydroxymethyl)-p-cresol), O.O.C(C(=O)O)(=O)O (oxalic acid dihydrate). Solvent: CCOCCOC(=O)C (ethyl cellosolve acetate). Yields the product C1(=CC=CC2=CC=CC=C12)O.C=CC=1C=CC(=CC1)O (1-naphthol methylene-p-cresol). Reaction SMILES: [C:1]1([OH:11])[C:10]2[C:5](=[CH:6][CH:7]=[CH:8][CH:9]=2)[CH:4]=[CH:3][CH:2]=1.OC[C:14]1[C:19]([OH:20])=[C:18](CO)[CH:17]=[C:16]([CH3:23])[CH:15]=1.O.O.[C:26](O)(=O)C(O)=O>CCOCCOC(C)=O>[C:1]1([OH:11])[C:10]2[C:5](=[CH:6][CH:7]=[CH:8][CH:9]=2)[CH:4]=[CH:3][CH:2]=1.[CH2:26]=[CH:23][C:16]1[CH:17]=[CH:18][C:19]([OH:20])=[CH:14][CH:15]=1 |f:2.3.4,6.7|. Procedure details: A mixture comprising of 72.1 g 1-naphthol, 84.1 g 2,6-bis(hydroxymethyl)-p-cresol, 5.0 g oxalic acid dihydrate and 150 ml ethyl cellosolve acetate in a 0.5-L resin kettle, equipped as in Example 1, was heated to initiate the condensation reaction substantially forming the 1-naphthol-methylene-p-cresol alternating copolymer. An exothermic reaction resulted, reaching a peak temperature of about 120° C. The reaction mixture was allowed to reflux for about 2 hours, 108.1 g m-cresol and 48.8 g of 36.... Starting materials: C(C)(=O)N (acetamide), C(C1=CC=CC=C1)OCC(=O)N1CCC(CC1)C1=C(C=C(C=C1)N1C(O[C@H](C1)CNC(C)=O)=O)F ((S)-(-)-N-[[3-[4-[1-[(benzyloxy)acetyl]-4-piperidinyl]-3-fluorophenyl]-2-oxo-5-oxazolidinyl]methyl]acetamide). The product is FC=1C=C(C=CC1C1CN(CC1)C(CO)=O)N1C(O[C@H](C1)CNC(C)=O)=O ((5S)-N-[[3-[3-Fluoro-4-[1-(hydroxyacetyl)-3-pyrrolidinyl]phenyl]-2-oxo-5-oxazolidinyl]methyl]acetamide). Reaction SMILES: C(N)(=O)C.C([O:12][CH2:13][C:14]([N:16]1[CH2:21][CH2:20][CH:19]([C:22]2[CH:27]=[CH:26][C:25]([N:28]3[CH2:32][C@H:31]([CH2:33][NH:34][C:35](=[O:37])[CH3:36])[O:30][C:29]3=[O:38])=[CH:24][C:23]=2[F:39])C[CH2:17]1)=[O:15])C1C=CC=CC=1>>[F:39][C:23]1[CH:24]=[C:25]([N:28]2[CH2:32][C@H:31]([CH2:33][NH:34][C:35](=[O:37])[CH3:36])[O:30][C:29]2=[O:38])[CH:26]=[CH:27][C:22]=1[CH:19]1[CH2:20][CH2:21][N:16]([C:14](=[O:15])[CH2:13][OH:12])[CH2:17]1. Procedure details: Following the general procedure of EXAMPLE 22, and making non-critical variations but substituting (5S)-N-[[3-[3-fluoro-4-[1-(benzyloxy)acetyl]-3-pyrrolidinyl]phenyl]-2-oxo-5-oxazolidinyl]methyl]acetamide (EXAMPLE 43) for (S)-(-)-N-[[3-[4-[1-[(benzyloxy)acetyl]-4-piperidinyl]-3-fluorophenyl]-2-oxo-5-oxazolidinyl]methyl]acetamide, the title compound is obtained, FAB-HRMS calculated for C18H22N3O5F+H: 380.1622. Found: 380.1625. Reactants: C1CCC2=NCCCN2CC1, CI, CC#N, CC(C(=O)O)(c1ccccc1)c1ccccc1. Product: COC(=O)C(C)(c1ccccc1)c1ccccc1. As a reaction SMILES: [CH2:1]1[CH2:2][CH2:3][C:4]2=[N:9][CH2:8][CH2:7][CH2:6][N:5]2[CH2:10][CH2:11]1.[CH3:29][I:30].[CH3:31][C:32]#[N:33].[c:12]1([C:18]([C:19](=[O:20])[OH:21])([CH3:22])[c:23]2[cH:24][cH:25][cH:26][cH:27][cH:28]2)[cH:13][cH:14][cH:15][cH:16][cH:17]1>>[CH3:1][O:21][C:19]([C:18]([c:12]1[cH:13][cH:14][cH:15][cH:16][cH:17]1)([CH3:22])[c:23]1[cH:24][cH:25][cH:26][cH:27][cH:28]1)=[O:20]. Starting materials: O=C1OCCN1CC1=CC=C(C(=O)O)C=C1 (4-(2-oxooxazolidin-3-ylmethyl)benzoic acid), C1(CC1)C=1C=C(C(=NC1)N1CCNCC1)C (1-(5-cyclopropyl-3-methylpyridin-2-yl)piperazine). The product is C1(CC1)C=1C=C(C(=NC1)N1CCN(CC1)C(=O)C1=CC=C(CN2C(OCC2)=O)C=C1)C (3-{4-[4-(5-cyclopropyl-3-methylpyridin-2-yl)piperazine-1-carbonyl]benzyl}oxazolidin-2-one). Yield: 42.3%. As a reaction SMILES: [O:1]=[C:2]1[N:6]([CH2:7][C:8]2[CH:16]=[CH:15][C:11]([C:12]([OH:14])=O)=[CH:10][CH:9]=2)[CH2:5][CH2:4][O:3]1.[CH:17]1([C:20]2[CH:21]=[C:22]([CH3:32])[C:23]([N:26]3[CH2:31][CH2:30][NH:29][CH2:28][CH2:27]3)=[N:24][CH:25]=2)[CH2:19][CH2:18]1>>[CH:17]1([C:20]2[CH:21]=[C:22]([CH3:32])[C:23]([N:26]3[CH2:27][CH2:28][N:29]([C:12]([C:11]4[CH:10]=[CH:9][C:8]([CH2:7][N:6]5[CH2:5][CH2:4][O:3][C:2]5=[O:1])=[CH:16][CH:15]=4)=[O:14])[CH2:30][CH2:31]3)=[N:24][CH:25]=2)[CH2:19][CH2:18]1. Procedure details: Using 4-(2-oxooxazolidin-3-ylmethyl)benzoic acid (133 mg) described in Preparation Example 62 and 1-(5-cyclopropyl-3-methylpyridin-2-yl)piperazine (156 mg) described in Preparation Example 83 and by the reaction and treatment in the same manner as in Example 87, the title compound (107 mg) was obtained. Reaction SMILES: [Br:21][CH2:22][c:23]1[cH:24][cH:25][cH:26][cH:27][cH:28]1.[C:15](=[O:16])([O-:17])[O-:18].[C:1]([CH3:2])(=[O:3])[c:4]1[cH:5][cH:6][c:7]([OH:14])[c:8]([C:9](=[O:10])[O:11][CH3:12])[cH:13]1.[CH3:29][C:30]#[N:31].[K+:19].[K+:20]>>[C:1]([CH3:2])(=[O:3])[c:4]1[cH:5][cH:6][c:7]([O:14][CH2:22][c:23]2[cH:24][cH:25][cH:26][cH:27][cH:28]2)[c:8]([C:9](=[O:10])[O:11][CH3:12])[cH:13]1. Reactants: BrCc1ccccc1, O=C([O-])[O-], COC(=O)c1cc(C(C)=O)ccc1O, CC#N, [K+], [K+]. Product: COC(=O)c1cc(C(C)=O)ccc1OCc1ccccc1. The reactants are CC(=O)C1CC1 (Cyclopropyl methyl ketone), COC(=O)C1CC1 (MCPC), C[O-].[Na+] (sodium methoxide). Solvent: CS(=O)C (DMSO). Conditions: temperature 52.5 celsius. The product is C1(CC1)C(CC(=O)C1CC1)=O (1,3-Dicyclopropyl-1,3-propanedione). RXN SMILES: [CH3:1][C:2]([CH:4]1[CH2:6][CH2:5]1)=[O:3].C[O:8][C:9]([CH:11]1[CH2:13][CH2:12]1)=O.C[O-].[Na+]>CS(C)=O>[CH:11]1([C:9](=[O:8])[CH2:1][C:2]([CH:4]2[CH2:6][CH2:5]2)=[O:3])[CH2:13][CH2:12]1 |f:2.3|. Procedure: Cyclopropyl methyl ketone (10.8 g; 0.2 mol) and MCPC (40 mL; 0.4 mol; 2 equiv) were dissolved in DMSO (100 mL) and sodium methoxide (21.6 g; 0.4 mol; 2 equiv) was added. The resulting mixture was heated to 50-55° C. for 4-6 h and then cooled overnight to room temperature, The reaction mixture was quenched into 100 mL of 18% HCl. Water (50 mL) and toluene (50 mL) were added. The layers were thoroughly mixed and allowed to settle. The lower aqueous layer was removed and extracted with a second por...